Dataset: the Open Reaction Database (ORD), a public repository of structured organic reaction records. Task: describe an organic reaction: reactants, conditions, products, and yield Starting materials: COC=1C=C(C=C(C1OC)[N+](=O)[O-])C=1C(=C(OC1)C=1C(=[N+](C=CC1)[O-])C(F)(F)F)C(=O)OCC (3-(4-(3,4-Dimethoxy-5-nitrophenyl)-3-(ethoxycarbonyl)furan-2-yl)-2-(trifluoro-methyl)pyridine-1-oxide), B(Br)(Br)Br (boron tribromide), ice water. Solvent: ClCCl (dichloromethane). Run at temperature -78 celsius, time 18 hour. Product: OC=1C=C(C=C(C1O)[N+](=O)[O-])C=1C(=C(OC1)C=1C(=[N+](C=CC1)[O-])C(F)(F)F)C(=O)OCC (3-(4-(3,4-Dihydroxy-5-nitrophenyl)-3-(ethoxycarbonyl)furan-2-yl)-2-(trifluoromethyl)pyridine 1-oxide). As a reaction SMILES: C[O:2][C:3]1[CH:4]=[C:5]([C:14]2[C:15]([C:30]([O:32][CH2:33][CH3:34])=[O:31])=[C:16]([C:19]3[C:20]([C:26]([F:29])([F:28])[F:27])=[N+:21]([O-:25])[CH:22]=[CH:23][CH:24]=3)[O:17][CH:18]=2)[CH:6]=[C:7]([N+:11]([O-:13])=[O:12])[C:8]=1[O:9]C.B(Br)(Br)Br>ClCCl>[OH:2][C:3]1[CH:4]=[C:5]([C:14]2[C:15]([C:30]([O:32][CH2:33][CH3:34])=[O:31])=[C:16]([C:19]3[C:20]([C:26]([F:28])([F:29])[F:27])=[N+:21]([O-:25])[CH:22]=[CH:23][CH:24]=3)[O:17][CH:18]=2)[CH:6]=[C:7]([N+:11]([O-:13])=[O:12])[C:8]=1[OH:9]. Procedure details: 3-(4-(3,4-Dimethoxy-5-nitrophenyl)-3-(ethoxycarbonyl)furan-2-yl)-2-(trifluoro-methyl)pyridine-1-oxide (482 mg, 1 mmol) was taken up in dichloromethane (8 mL). The yellowish suspension was cooled to −78° C. under argon and boron tribromide (0.85 mL, 9 mmol) was added dropwise. The reddish reaction mixture was allowed to warm to room temperature and stirred for 18 hours and then carefully poured into ice-water (100 mL) and stirred for 1 hour. The yellow precipitate was filtered off, washed with wa...